From a dataset of the Open Reaction Database (ORD), a public repository of structured organic reaction records. describe an organic reaction: reactants, conditions, products, and yield Starting materials: COC1=CC=C(C=C1)C1=CC2=C(S1)C=CC=C2 (2-(4-methoxyphenyl)benzo[b]thiophene), BrBr (Br2). Run in C(Cl)(Cl)Cl (CHCl3). Run at temperature 0 celsius, time 1 hour. The product is BrC=1C2=C(SC1C1=CC=C(C=C1)OC)C=CC=C2 (3-Bromo-2-(4-methoxyphenyl)benzo [b]thiophene). Reaction SMILES: [CH3:1][O:2][C:3]1[CH:8]=[CH:7][C:6]([C:9]2[S:13][C:12]3[CH:14]=[CH:15][CH:16]=[CH:17][C:11]=3[CH:10]=2)=[CH:5][CH:4]=1.[Br:18]Br>C(Cl)(Cl)Cl>[Br:18][C:10]1[C:11]2[CH:17]=[CH:16][CH:15]=[CH:14][C:12]=2[S:13][C:9]=1[C:6]1[CH:7]=[CH:8][C:3]([O:2][CH3:1])=[CH:4][CH:5]=1. Procedure: A slurry of 5.0 g (20.8 mmol) of 2-(4-methoxyphenyl)benzo[b]thiophene (Example 3, Part A) in 400 mL of CHCl3 at 0° C. was treated slowly with 1.6 mL of Br2, resulting in a yellow solution. The reaction was stirred at 0° C. for 1 h and then washed sequentially with 200 mL of 1.0 N aq Na2S2O3, 200 mL of 1.0 N aq NaHCO3, and 200 mL of H2O. After drying over Na2SO4, evaporation of the solvent in vacuo gave 6.24 g (19.5 mmol; 94%) of an off-white solid which was clean by thin layer chromatography. As a reaction SMILES: [ClH:1].[CH:2]1([CH2:8][CH2:9][CH2:10][CH2:11][CH2:12][C:13]2[CH:14]=[C:15]([CH:17]=[CH:18][CH:19]=2)[NH2:16])[CH2:7][CH2:6][CH2:5][CH2:4][CH2:3]1.[C:20]([NH:22][C:23]([NH2:25])=[NH:24])#[N:21].[CH3:26][C:27]([CH3:29])=O>>[ClH:1].[CH:2]1([CH2:8][CH2:9][CH2:10][CH2:11][CH2:12][C:13]2[CH:14]=[C:15]([N:16]3[C:27]([CH3:29])([CH3:26])[N:24]=[C:23]([NH2:25])[N:22]=[C:20]3[NH2:21])[CH:17]=[CH:18][CH:19]=2)[CH2:7][CH2:6][CH2:5][CH2:4][CH2:3]1 |f:0.1,4.5|. The product is Cl.C1(CCCCC1)CCCCCC=1C=C(C=CC1)N1C(=NC(=NC1(C)C)N)N (1-[3-(5-cyclohexylpentyl)phenyl]-2,4-diamino-6,6- dimethyl-1,6-dihydro-1,3,5-triazine hydrochloride). Starting materials: Cl.C1(CCCCC1)CCCCCC=1C=C(N)C=CC1 (3-(5-cyclohexylpentyl)aniline hydrochloride), C(#N)NC(=N)N (cyanoguanidine), CC(=O)C (acetone). Procedure details: Under a nitrogen atmosphere, a solution of 2.8 grams (0.010 mole) of 3-(5-cyclohexylpentyl)aniline hydrochloride and 0.9 gram (0.011 mole) of cyanoguanidine in 100 mL of acetone was stirred at ambient temperature for about four days. After this time, the reaction mixture was filtered to collect a solid. The solid was recrystallized from methanol/diethyl ether and then from water, yielding 2.7 grams of 1-[3-(5-cyclohexylpentyl)phenyl]-2,4-diamino-6,6- dimethyl-1,6-dihydro-1,3,5-triazine hydrochlo... The reactants are C(C)(C)(C)OC(=O)N1CCN(CC1)C1=CC(=NC=C1)Cl (4-(2-chloropyridin-4-yl)piperazine-1-carboxylic acid tert-butyl ester), CC1(OB(OC1(C)C)C1=CC=2C(CCC(C2C=C1)(C)C)(C)C)C (4,4,5,5-tetramethyl-2-(5,5,8,8-tetramethyl-5,6,7,8-tetrahydronaphthalen-2-yl)-1,3,2-dioxaborolane), C([O-])([O-])=O.[K+].[K+] (potassium carbonate). Reagents/catalysts: C=1C=CC(=CC1)[P](C=2C=CC=CC2)(C=3C=CC=CC3)[Pd]([P](C=4C=CC=CC4)(C=5C=CC=CC5)C=6C=CC=CC6)([P](C=7C=CC=CC7)(C=8C=CC=CC8)C=9C=CC=CC9)[P](C=1C=CC=CC1)(C=1C=CC=CC1)C=1C=CC=CC1 (tetrakis(triphenylphosphine)palladium). Solvent: C(C)#N (acetonitrile), O (water), O (water). Yields the product C(C)(C)(C)OC(=O)N1CCN(CC1)C1=CC(=NC=C1)C1=CC=2C(CCC(C2C=C1)(C)C)(C)C (4-[2-(5,5,8,8-Tetramethyl-5,6,7,8-tetrahydronaphthalen-2-yl)pyridin-4-yl]piperazine-1-carboxylic acid tert-butyl ester). Reaction SMILES: [C:1]([O:5][C:6]([N:8]1[CH2:13][CH2:12][N:11]([C:14]2[CH:19]=[CH:18][N:17]=[C:16](Cl)[CH:15]=2)[CH2:10][CH2:9]1)=[O:7])([CH3:4])([CH3:3])[CH3:2].CC1(C)C(C)(C)OB([C:29]2[CH:38]=[CH:37][C:36]3[C:35]([CH3:40])([CH3:39])[CH2:34][CH2:33][C:32]([CH3:42])([CH3:41])[C:31]=3[CH:30]=2)O1.C(=O)([O-])[O-].[K+].[K+]>C(#N)C.O.C1C=CC([P]([Pd]([P](C2C=CC=CC=2)(C2C=CC=CC=2)C2C=CC=CC=2)([P](C2C=CC=CC=2)(C2C=CC=CC=2)C2C=CC=CC=2)[P](C2C=CC=CC=2)(C2C=CC=CC=2)C2C=CC=CC=2)(C2C=CC=CC=2)C2C=CC=CC=2)=CC=1>[C:1]([O:5][C:6]([N:8]1[CH2:13][CH2:12][N:11]([C:14]2[CH:19]=[CH:18][N:17]=[C:16]([C:38]3[CH:29]=[CH:30][C:31]4[C:32]([CH3:42])([CH3:41])[CH2:33][CH2:34][C:35]([CH3:40])([CH3:39])[C:36]=4[CH:37]=3)[CH:15]=2)[CH2:10][CH2:9]1)=[O:7])([CH3:4])([CH3:3])[CH3:2] |f:2.3.4,^1:57,59,78,97|. Procedure: 202 mg (0.68 mmol) of 4-(2-chloropyridin-4-yl)piperazine-1-carboxylic acid tert-butyl ester, 256 mg (0.81 mmol) of 4,4,5,5-tetramethyl-2-(5,5,8,8-tetramethyl-5,6,7,8-tetrahydronaphthalen-2-yl)-1,3,2-dioxaborolane and 187 mg (1.36 mmol) of potassium carbonate are dissolved in 6 ml of acetonitrile and 650 μl of water. The reaction mixture is degassed a number of times, 78 mg (0.07 mmol) of tetrakis(triphenylphosphine)palladium are added under nitrogen atmosphere, the mixture is irradiated in the m... Reactants: [Br-], COC(C)(C)C, O=C([O-])[O-], CCCC[N+](CCCC)(CCCC)CCCC, O=C1CCC(=O)N1Cl, [K+], [K+], OCc1ccccc1. The product is O=Cc1ccccc1. As a reaction SMILES: [Br-:23].[C:41]([O:42][CH3:43])([CH3:44])([CH3:45])[CH3:46].[C:9](=[O:10])([O-:11])[O-:12].[CH3:24][CH2:25][CH2:26][CH2:27][N+:28]([CH2:29][CH2:30][CH2:31][CH3:32])([CH2:33][CH2:34][CH2:35][CH3:36])[CH2:37][CH2:38][CH2:39][CH3:40].[Cl:15][N:16]1[C:17](=[O:18])[CH2:19][CH2:20][C:21]1=[O:22].[K+:13].[K+:14].[OH:1][CH2:2][c:3]1[cH:4][cH:5][cH:6][cH:7][cH:8]1>>[O:1]=[CH:2][c:3]1[cH:4][cH:5][cH:6][cH:7][cH:8]1.